From a dataset of the Open Reaction Database (ORD), a public repository of structured organic reaction records. describe an organic reaction: reactants, conditions, products, and yield Starting materials: O=C([O-])[O-], CCOC(C)=O, [Cs+], [Cs+], O=[N+]([O-])c1cc(C(F)(F)F)ccc1F, CN(C)C=O, O, Oc1cccnc1. The product is O=[N+]([O-])c1cc(C(F)(F)F)ccc1Oc1cccnc1. Reaction SMILES: [C:22](=[O:23])([O-:24])[O-:25].[CH3:34][CH2:35][O:36][C:37]([CH3:38])=[O:39].[Cs+:26].[Cs+:27].[F:1][c:2]1[c:3]([N+:12](=[O:13])[O-:14])[cH:4][c:5]([C:8]([F:9])([F:10])[F:11])[cH:6][cH:7]1.[O:29]=[CH:30][N:31]([CH3:32])[CH3:33].[OH2:28].[OH:15][c:16]1[cH:17][n:18][cH:19][cH:20][cH:21]1>>[c:2]1([O:15][c:16]2[cH:17][n:18][cH:19][cH:20][cH:21]2)[c:3]([N+:12](=[O:13])[O-:14])[cH:4][c:5]([C:8]([F:9])([F:10])[F:11])[cH:6][cH:7]1. Starting materials: BrC1=CC=2C(=NON2)C=C1 (5-bromo-2,1,3-benzoxadiazole), C(=C)[B-](F)(F)F.[K+] (potassium vinyltrifluoroborate). Reagents/catalysts: C1=CC=C(C=C1)P([C-]2C=CC=C2)C3=CC=CC=C3.C1=CC=C(C=C1)P([C-]2C=CC=C2)C3=CC=CC=C3.Cl[Pd]Cl.[Fe+2] (Pd(dppf)Cl2). The solvent is TEA, CCO (EtOH), CCOC(=O)C (EtOAc). Conditions: temperature 80 celsius. Product: C(=C)C1=CC=2C(=NON2)C=C1 (5-ethenyl-2,1,3-benzoxadiazole). As a reaction SMILES: Br[C:2]1[CH:10]=[CH:9][C:5]2=[N:6][O:7][N:8]=[C:4]2[CH:3]=1.[CH:11]([B-](F)(F)F)=[CH2:12].[K+]>CCO.CCOC(C)=O.C1C=CC(P(C2C=CC=CC=2)[C-]2C=CC=C2)=CC=1.C1C=CC(P(C2C=CC=CC=2)[C-]2C=CC=C2)=CC=1.Cl[Pd]Cl.[Fe+2]>[CH:11]([C:2]1[CH:10]=[CH:9][C:5]2=[N:6][O:7][N:8]=[C:4]2[CH:3]=1)=[CH2:12] |f:1.2,5.6.7.8|. Reported procedure: 5-bromo-2,1,3-benzoxadiazole (4.0 g, 20 mmol), potassium vinyltrifluoroborate (5.40 g, 40.2 mmol) and Pd(dppf)Cl2 (1.6 g, 2 mmol) in TEA (5.2 mL) and EtOH (15 mL) were added to a flask containing a stir bar, and the flask was then heated at 80° C. for 12 h. The organic residue was dissolved in EtOAc (500 mL) and the solution was washed with brine, dried over sodium sulfate, filtered and concentrated. The resulting organic residue was subjected to purification over silica gel to give the title co...